This data is from the Open Reaction Database (ORD), a public repository of structured organic reaction records. The task is: describe an organic reaction: reactants, conditions, products, and yield Starting materials: CC#N, CC(C)NC(C)C, CC(C)(CCCC#N)CN(CC(O)C(N)Cc1ccc(OCc2ccccc2)cc1)S(=O)(=O)c1ccc2c(c1)OCO2, O=C(OC1CCOC1)ON1C(=O)CCC1=O. Yields the product CC(C)(CCCC#N)CN(CC(O)C(Cc1ccc(OCc2ccccc2)cc1)NC(=O)OC1CCOC1)S(=O)(=O)c1ccc2c(c1)OCO2. As a reaction SMILES: [C:43](#[N:44])[CH3:45].[CH:46]([NH:47][CH:48]([CH3:49])[CH3:50])([CH3:51])[CH3:52].[NH2:1][CH:2]([CH:3]([CH2:4][N:5]([S:6](=[O:7])(=[O:8])[c:9]1[cH:10][c:11]2[c:12]([cH:16][cH:17]1)[O:13][CH2:14][O:15]2)[CH2:18][C:19]([CH2:20][CH2:21][CH2:22][C:23]#[N:24])([CH3:25])[CH3:26])[OH:27])[CH2:28][c:29]1[cH:30][cH:31][c:32]([O:35][CH2:36][c:37]2[cH:38][cH:39][cH:40][cH:41][cH:42]2)[cH:33][cH:34]1.[O:53]1[CH2:54][CH:55]([O:58][C:59](=[O:60])[O:61][N:62]2[C:63](=[O:64])[CH2:65][CH2:66][C:67]2=[O:68])[CH2:56][CH2:57]1>>[NH:1]([CH:2]([CH:3]([CH2:4][N:5]([S:6](=[O:7])(=[O:8])[c:9]1[cH:10][c:11]2[c:12]([cH:16][cH:17]1)[O:13][CH2:14][O:15]2)[CH2:18][C:19]([CH2:20][CH2:21][CH2:22][C:23]#[N:24])([CH3:25])[CH3:26])[OH:27])[CH2:28][c:29]1[cH:30][cH:31][c:32]([O:35][CH2:36][c:37]2[cH:38][cH:39][cH:40][cH:41][cH:42]2)[cH:33][cH:34]1)[C:59]([O:58][CH:55]1[CH2:54][O:53][CH2:57][CH2:56]1)=[O:60]. Reactants: CN, CCO, CCOC(=O)c1ccc2[nH]c(-c3ccnc(Cl)n3)cc2c1. Yields the product CCOC(=O)c1ccc2[nH]c(-c3ccnc(NC)n3)cc2c1. Reaction SMILES: [CH3:22][NH2:23].[CH3:24][CH2:25][OH:26].[Cl:1][c:2]1[n:3][cH:4][cH:5][c:6](-[c:8]2[nH:9][c:10]3[cH:11][cH:12][c:13]([C:17](=[O:18])[O:19][CH2:20][CH3:21])[cH:14][c:15]3[cH:16]2)[n:7]1>>[c:2]1([NH:23][CH3:22])[n:3][cH:4][cH:5][c:6](-[c:8]2[nH:9][c:10]3[cH:11][cH:12][c:13]([C:17](=[O:18])[O:19][CH2:20][CH3:21])[cH:14][c:15]3[cH:16]2)[n:7]1. The reactants are B(Br)(Br)Br (BBr3), IC1=CC2=CC=C(C=C2C=C1)OC (2-iodo-6-methoxy-naphthalene), O (Water). The solvent is ClCCl (dichloromethane). Reaction conditions: temperature 20 celsius, time 1.5 hour. Yields the product IC1=CC2=CC=C(C=C2C=C1)O (2-iodo-6-hydroxy-naphthalene). Isolated yield 93.3%. RXN SMILES: B(Br)(Br)Br.[I:5][C:6]1[CH:15]=[CH:14][C:13]2[C:8](=[CH:9][CH:10]=[C:11]([O:16]C)[CH:12]=2)[CH:7]=1.O>ClCCl>[I:5][C:6]1[CH:15]=[CH:14][C:13]2[C:8](=[CH:9][CH:10]=[C:11]([OH:16])[CH:12]=2)[CH:7]=1. Procedure: BBr3 (102 g, 407 mmol) is added dropwise over 30 min to a slightly cloudy solution/suspension of 2-iodo-6-methoxy-naphthalene (45.4 g, 160 mmol) in dichloromethane (dried over 3 {acute over (Å)} molecular sieves) (1 L) at −8° C. The mixture is warmed to 20° C. and stirred at this temp for 1.5 h. Water (400 mL) is carefully added (slow dropwise addition at the start) and the biphasic mixture vigorously stirred for 20 min. The layers are separated and the aqueous layer extracted with dichlorometha... Reactants: C1(=CC=CC=C1)C(C1=CC=CC=C1)OC(CC(CBr)=O)=O (4-bromo-3-ketobutyric acid diphenylmethyl ester), C(=O)[O-].[Na+] (sodium formate). Solvent: CO (methanol). Product: C1(=CC=CC=C1)C(C1=CC=CC=C1)OC(CC(CO)=O)=O (4-hydroxy-3-ketobutyric acid diphenylmethyl ester). Isolated yield 47.1%. As a reaction SMILES: [C:1]1([CH:7]([O:14][C:15](=[O:21])[CH2:16][C:17](=[O:20])[CH2:18]Br)[C:8]2[CH:13]=[CH:12][CH:11]=[CH:10][CH:9]=2)[CH:6]=[CH:5][CH:4]=[CH:3][CH:2]=1.C([O-])=[O:23].[Na+]>CO>[C:1]1([CH:7]([O:14][C:15](=[O:21])[CH2:16][C:17](=[O:20])[CH2:18][OH:23])[C:8]2[CH:13]=[CH:12][CH:11]=[CH:10][CH:9]=2)[CH:6]=[CH:5][CH:4]=[CH:3][CH:2]=1 |f:1.2|. Procedure details: To a solution of 4-bromo-3-ketobutyric acid diphenylmethyl ester (2b, 11.4 g, 32.8 millimoles) in methanol dried with Molecular Sieves is added sodium formate (3.40 g, 50.0 millimoles), and the mixture is refluxed for 4 hours. The reaction mixture is filtered to remove solid material concentrated under reduced pressure, and extracted with ethyl acetate. The extract is washed with water, dried over magnesium sulfate and evaporated to remove the solvent. The residue is purified by chromatography o... Starting materials: P(=O)(Cl)(Cl)Cl (Phosphoryl trichloride), ClC=1C(=C(C=CC1)N1N=CC=2C1=NC=NC2O)C (1-(3-chloro-2-methylphenyl)-1H-pyrazolo[3,4-d]pyrimidin-4-ol). Conditions: temperature 100 celsius, time 4 hour. The product is ClC1=C2C(=NC=N1)N(N=C2)C2=C(C(=CC=C2)Cl)C (4-Chloro-1-(3-chloro-2-methylphenyl)pyrazolo[5,4-d]pyrimidine). Yield: 87.2%. Reaction SMILES: P(Cl)(Cl)([Cl:3])=O.[Cl:6][C:7]1[C:8]([CH3:23])=[C:9]([N:13]2[C:17]3=[N:18][CH:19]=[N:20][C:21](O)=[C:16]3[CH:15]=[N:14]2)[CH:10]=[CH:11][CH:12]=1>>[Cl:3][C:21]1[N:20]=[CH:19][N:18]=[C:17]2[N:13]([C:9]3[CH:10]=[CH:11][CH:12]=[C:7]([Cl:6])[C:8]=3[CH3:23])[N:14]=[CH:15][C:16]=12. Procedure: Phosphoryl trichloride (16.09 mL, 172.63 mmol) was added in one portion to 1-(3-chloro-2-methylphenyl)-1H-pyrazolo[3,4-d]pyrimidin-4-ol (Intermediate AE6) (3.0 g, 11.51 mmol) and the resulting suspension was heated to 100° C. to give a solution and stirred for 4 hours. Evaporated, the residue poured into ice/water and stirred for 30 minutes. The solids were filtered, washed with water (4×20 mL), dissolved in ethyl acetate (100 mL), dried (MgSO4), filtered and evaporated to afford the product (2.... The reactants are COC(=O)C=1SC=CC1NC(C1=CC(=CC=C1)OC)=O (3-(3-Methoxy-benzoylamino)-thiophene-2-carboxylic acid methyl ester), N (ammonia). Solvent: CO (methanol). Yields the product COC=1C=C(C=CC1)C=1NC(C2=C(N1)C=CS2)=O (2-(3-Methoxy-phenyl)-3H-thieno[3,2-d]pyrimidin-4-one). As a reaction SMILES: C[O:2][C:3]([C:5]1[S:6][CH:7]=[CH:8][C:9]=1[NH:10][C:11](=O)[C:12]1[CH:17]=[CH:16][CH:15]=[C:14]([O:18][CH3:19])[CH:13]=1)=O.[NH3:21]>CO>[CH3:19][O:18][C:14]1[CH:13]=[C:12]([C:11]2[NH:21][C:3](=[O:2])[C:5]3[S:6][CH:7]=[CH:8][C:9]=3[N:10]=2)[CH:17]=[CH:16][CH:15]=1. Procedure details: 3-(3-Methoxy-benzoylamino)-thiophene-2-carboxylic acid methyl ester, 24, (12.78 g) was added to methanol (200 mL) previously saturated with ammonia. The mixture was placed in a bomb reactor, and heated to 100° for 2 days. The solvent was then removed in vacuo and the resulting residue was suspended in isopropanol (250 mL); 2M sodium hydroxide solution was then added (83 mL), and the mixture was heated to reflux for 5 hours. The reaction mixture was then cooled and acidified to pH 1. 2-(3-methoxy...